This data is from the Open Reaction Database (ORD), a public repository of structured organic reaction records. The task is: describe an organic reaction: reactants, conditions, products, and yield Reactants: COC(=O)c1cccc(C(C)Nc2ncc(C#N)c(-c3cnc4c(C(F)F)cccn34)n2)c1, CO, Cl, [Na+], C1CCOC1, [OH-]. The product is CC(Nc1ncc(C#N)c(-c2cnc3c(C(F)F)cccn23)n1)c1cccc(C(=O)O)c1. RXN SMILES: [C:1](#[N:2])[c:3]1[c:4](-[c:22]2[cH:23][n:24][c:25]3[n:26]2[cH:27][cH:28][cH:29][c:30]3[CH:31]([F:32])[F:33])[n:5][c:6]([NH:9][CH:10]([CH3:11])[c:12]2[cH:13][c:14]([C:15](=[O:16])[O:17][CH3:18])[cH:19][cH:20][cH:21]2)[n:7][cH:8]1.[CH3:34][OH:35].[ClH:38].[Na+:37].[O:39]1[CH2:40][CH2:41][CH2:42][CH2:43]1.[OH-:36]>>[C:1](#[N:2])[c:3]1[c:4](-[c:22]2[cH:23][n:24][c:25]3[n:26]2[cH:27][cH:28][cH:29][c:30]3[CH:31]([F:32])[F:33])[n:5][c:6]([NH:9][CH:10]([CH3:11])[c:12]2[cH:13][c:14]([C:15](=[O:16])[OH:17])[cH:19][cH:20][cH:21]2)[n:7][cH:8]1. The solvent is CN(C=O)C (dimethylformamide). As a reaction SMILES: [O:1]=[C:2]([C:17]1[CH:18]=[C:19]2[C:24](=[CH:25][CH:26]=1)[NH:23][C:22](=[O:27])[CH2:21][CH2:20]2)[CH2:3][CH2:4][N:5]1[CH2:10][CH2:9][CH:8]([C:11]2[CH:16]=[CH:15][CH:14]=[CH:13][CH:12]=2)[CH2:7][CH2:6]1.[H-].[Na+].[CH3:30]I.[Cl-:32].[Na+]>CN(C)C=O>[ClH:32].[CH3:30][N:23]1[C:24]2[C:19](=[CH:18][C:17]([C:2](=[O:1])[CH2:3][CH2:4][N:5]3[CH2:10][CH2:9][CH:8]([C:11]4[CH:16]=[CH:15][CH:14]=[CH:13][CH:12]=4)[CH2:7][CH2:6]3)=[CH:26][CH:25]=2)[CH2:20][CH2:21][C:22]1=[O:27] |f:1.2,4.5,7.8|. Reported procedure: 1.8 Grams of 6-[1-oxo-3-(4-phenyl-1-piperidyl)-propyl]-3,4-dihydrocarbostyril and 0.24 g of sodium hydride (50% in mineral oil) were mixed in 50 ml of dimethylformamide and the mixture was stirred at a room temperature for 3 hours. Then 0.8 g of methyl iodide was added thereto and stirred at a room temperature for 3 hours. The reaction mixture was poured into 150 ml of saturated sodium chloride aqueous solution and the organic layer was extracted with chloroform. The chloroform layer was washed ... Conditions: time 3 hour. The reactants are [Cl-].[Na+] (sodium chloride), O=C(CCN1CCC(CC1)C1=CC=CC=C1)C=1C=C2CCC(NC2=CC1)=O (6-[1-oxo-3-(4-phenyl-1-piperidyl)-propyl]-3,4-dihydrocarbostyril), [H-].[Na+] (sodium hydride), CI (methyl iodide). Yields the product Cl.CN1C(=O)CCC2=CC(=CC=C12)C(CCN1CCC(CC1)C1=CC=CC=C1)=O (1-methyl-6-[1-oxo-3-(4-phenyl-1-piperidyl)-propyl]-3,4-dihydrocarbostyril monohydrochloride). Reactants: C([O-])([O-])=O.[Na+].[Na+] (sodium carbonate), O (water), C(=O)(C(F)(F)F)O (TFA), ClC=1C=C(C=CC1OCC(OCC)OCC)NC(COC1=C(C=C(C=C1)C(F)(F)F)Cl)=O (N-[3-chloro-4-(2,2-diethoxy-ethoxy)-phenyl]-2-(2-chloro-4-trifluoromethyl-phenoxy)-acetamide). The solvent is C(Cl)(Cl)Cl (chloroform). Conditions: temperature 0 celsius, time 48 hour. Yields the product ClC=1C=C(C=CC1OCC=O)NC(COC1=C(C=C(C=C1)C(F)(F)F)Cl)=O (N-[3-chloro-4-(2-oxo-ethoxy)-phenyl]-2-(2-chloro-4-trifluoromethyl-phenoxy)-acetamide). Reaction SMILES: O.C(O)(C(F)(F)F)=O.[Cl:9][C:10]1[CH:11]=[C:12]([NH:25][C:26](=[O:40])[CH2:27][O:28][C:29]2[CH:34]=[CH:33][C:32]([C:35]([F:38])([F:37])[F:36])=[CH:31][C:30]=2[Cl:39])[CH:13]=[CH:14][C:15]=1[O:16][CH2:17][CH:18](OCC)[O:19]CC.C(=O)([O-])[O-].[Na+].[Na+]>C(Cl)(Cl)Cl>[Cl:9][C:10]1[CH:11]=[C:12]([NH:25][C:26](=[O:40])[CH2:27][O:28][C:29]2[CH:34]=[CH:33][C:32]([C:35]([F:37])([F:38])[F:36])=[CH:31][C:30]=2[Cl:39])[CH:13]=[CH:14][C:15]=1[O:16][CH2:17][CH:18]=[O:19] |f:3.4.5|. Procedure details: 40 mL water and 130 mL TFA was added to a solution of 11.40 g (0.023 mol) of N-[3-chloro-4-(2,2-diethoxy-ethoxy)-phenyl]-2-(2-chloro-4-trifluoromethyl-phenoxy)-acetamide in 130 mL chloroform at 0° C. and the mixture was stirred for 3.5 hours at 0° C. and for 48 hours at RT. The reaction mixture was neutralised with sat. aqueous sodium carbonate solution and exhaustively extracted with dichloromethane. The combined org. extracts were washed with water, dried over magnesium sulphate and evaporated... Starting materials: C(C)(C)(C)OC(=O)N1CCC2=C(N(N=C2CC1)C1CC1)OS(=O)(=O)C(F)(F)F (2-cyclopropyl-3-trifluoromethanesulfonyloxy-4,5,7,8-tetrahydro-2H-1,2,6-triaza-azulene-6-carboxylic acid tert-butyl ester), C1(=CC=CC=C1)B(O)O (phenylboronic acid). Product: C1(CC1)N1N=C2CCNCCC2=C1C1=CC=CC=C1 (2-Cyclopropyl-3-phenyl-2,4,5,6,7,8-hexahydro-1,2,6-triaza-azulene). Isolated yield 103.3%. RXN SMILES: C(OC([N:8]1[CH2:17][CH2:16][C:15]2[C:11](=[C:12](OS(C(F)(F)F)(=O)=O)[N:13]([CH:18]3[CH2:20][CH2:19]3)[N:14]=2)[CH2:10][CH2:9]1)=O)(C)(C)C.[C:29]1(B(O)O)[CH:34]=[CH:33][CH:32]=[CH:31][CH:30]=1>>[CH:18]1([N:13]2[C:12]([C:29]3[CH:34]=[CH:33][CH:32]=[CH:31][CH:30]=3)=[C:11]3[C:15]([CH2:16][CH2:17][NH:8][CH2:9][CH2:10]3)=[N:14]2)[CH2:19][CH2:20]1. Procedure: The title compound (128 mg) was prepared according to Example 263 using 208 mg of 2-cyclopropyl-3-trifluoromethanesulfonyloxy-4,5,7,8-tetrahydro-2H-1,2,6-triaza-azulene-6-carboxylic acid tert-butyl ester and 84 mg of phenylboronic acid. MS (ESI): exact mass calculated for C16H19N3, 253.16; found, m/z 254.4 [M+H]+. 1H NMR (500 MHz, CD3OD): 7.57-7.44 (m, 5H), 3.57-3.54 (m, 1H), 3.42-3.40 (m, 2H), 3.17-3.14 (m, 2H), 2.93-2.84 (m, 2H), 0.91-0.85 (m, 4H). Reactants: C(C)(=O)OCC.CCCCCC (ethyl acetate hexane), C(C)C1=NN2C(C=CC=C2)=C1N(C(COC)=O)CCCF (N-(2-ethylpyrazolo[1,5-a]pyridin-3-yl)-N-(3-fluoropropyl)-2-methoxyacetamide), [H-].[H-].[H-].[H-].[Li+].[Al+3] (LAH). Solvent: C1CCOC1 (THF), C1CCOC1 (THF). Reaction conditions: time 3.25 hour. Yields the product yellow oil, C(C)C1=NN2C(C=CC=C2)=C1NCCCF (2-ethyl-N-(3-fluoropropyl)pyrazolo[1,5-a]pyridin-3-amine). The yield is 75.0%. Reaction SMILES: [CH2:1]([C:3]1[C:11]([N:12]([CH2:18][CH2:19][CH2:20][F:21])C(=O)COC)=[C:6]2[CH:7]=[CH:8][CH:9]=[CH:10][N:5]2[N:4]=1)[CH3:2].[H-].[H-].[H-].[H-].[Li+].[Al+3].C(OCC)(=O)C.CCCCCC>C1COCC1>[CH2:1]([C:3]1[C:11]([NH:12][CH2:18][CH2:19][CH2:20][F:21])=[C:6]2[CH:7]=[CH:8][CH:9]=[CH:10][N:5]2[N:4]=1)[CH3:2] |f:1.2.3.4.5.6,7.8|. Procedure details: A solution of N-(2-ethylpyrazolo[1,5-a]pyridin-3-yl)-N-(3-fluoropropyl)-2-methoxyacetamide (1.00 g, 3.39 mmol) in THF (12 mL) was added to a slurry of LAH (1.05 g, 27.7 mmol) in THF (6 mL) and the reaction was stirred at room temperature for 3.25 hours. The reaction was cooled to 0° C. and quenched with water (1 mL), 15% NaOH (3 mL) and water (3 mL). The mixture was filtered through diatomaceous earth and the filtrate was extracted with CH2Cl2, dried over MgSO4 and concentrated in vacuo to give ... Starting materials: BrCCCc1ccccc1, CCOC(=O)c1ccc(CCN2CCNCC2)cc1, O. Yields the product CCOC(=O)c1ccc(CCN2CCN(CCCc3ccccc3)CC2)cc1. As a reaction SMILES: [Br:20][CH2:21][CH2:22][CH2:23][c:24]1[cH:25][cH:26][cH:27][cH:28][cH:29]1.[N:1]1([CH2:7][CH2:8][c:9]2[cH:10][cH:11][c:12]([C:13](=[O:14])[O:15][CH2:16][CH3:17])[cH:18][cH:19]2)[CH2:2][CH2:3][NH:4][CH2:5][CH2:6]1.[OH2:30]>>[N:1]1([CH2:7][CH2:8][c:9]2[cH:10][cH:11][c:12]([C:13](=[O:14])[O:15][CH2:16][CH3:17])[cH:18][cH:19]2)[CH2:2][CH2:3][N:4]([CH2:21][CH2:22][CH2:23][c:24]2[cH:25][cH:26][cH:27][cH:28][cH:29]2)[CH2:5][CH2:6]1. Starting materials: Cl.C(C)(C)C=1C=C(C=CC1)[C@H](C)N ((S)-1-(3-isopropylphenyl)ethanamine hydrochloride), ClC1=C(CN2C(=C(C3=CC(=CC=C23)C(=O)O)C)C)C=C(C=C1)O[C@H](C(=O)OC)C(C)C ((S)-1-(2-chloro-5-((1-methoxy-3-methyl-1-oxobutan-2-yl)oxy)benzyl)-2,3-dimethyl-1H-indole-5-carboxylic acid). Yields the product ClC1=C(C=C(O[C@H](C(=O)OC)C(C)C)C=C1)CN1C(=C(C2=CC(=CC=C12)C(N[C@@H](C)C1=CC(=CC=C1)C(C)C)=O)C)C ((S)-Methyl 2-(4-chloro-3-((5-(((S)-1-(3-isopropylphenyl)ethyl)carbamoyl)-2,3-dimethyl-1H-indol-1-yl)methyl)phenoxy)-3-methylbutanoate). RXN SMILES: Cl.[CH:2]([C:5]1[CH:6]=[C:7]([C@@H:11]([NH2:13])[CH3:12])[CH:8]=[CH:9][CH:10]=1)([CH3:4])[CH3:3].[Cl:14][C:15]1[CH:35]=[CH:34][C:33]([O:36][C@@H:37]([CH:42]([CH3:44])[CH3:43])[C:38]([O:40][CH3:41])=[O:39])=[CH:32][C:16]=1[CH2:17][N:18]1[C:26]2[C:21](=[CH:22][C:23]([C:27](O)=[O:28])=[CH:24][CH:25]=2)[C:20]([CH3:30])=[C:19]1[CH3:31]>>[Cl:14][C:15]1[CH:35]=[CH:34][C:33]([O:36][C@@H:37]([CH:42]([CH3:44])[CH3:43])[C:38]([O:40][CH3:41])=[O:39])=[CH:32][C:16]=1[CH2:17][N:18]1[C:26]2[C:21](=[CH:22][C:23]([C:27](=[O:28])[NH:13][C@H:11]([C:7]3[CH:8]=[CH:9][CH:10]=[C:5]([CH:2]([CH3:4])[CH3:3])[CH:6]=3)[CH3:12])=[CH:24][CH:25]=2)[C:20]([CH3:30])=[C:19]1[CH3:31] |f:0.1|. Procedure details: The title compound was prepared following the same protocol as described in Step 5, Example 36, using the (S)-1-(3-isopropylphenyl)ethanamine hydrochloride instead of the (S)-1-(3-cyclopropylphenyl)ethanamine hydrochloride and the (S)-1-(2-chloro-5-((1-methoxy-3-methyl-1-oxobutan-2-yl)oxy)benzyl)-2,3-dimethyl-1H-indole-5-carboxylic acid instead of the 1-(4-(2-methoxy-2-oxoethoxy)benzyl)-2,3-dimethyl-1H-indole-5-carboxylic acid. The reactants are N (ammonia), 62, CC1=CC=C(O1)CNC1=C(C=CC=C1)[N+](=O)[O-] (5-methyl-N-(2-nitrophenyl)-2-furanmethanamine), S1C=CC=C1 (thiophene), [H][H] (hydrogen). Reagents/catalysts: [Pd] (palladium-on-charcoal). Run in CO (methanol), CO (methanol). Yields the product CC1=CC=C(O1)CNC=1C(=CC=CC1)N (N1 -[(5-methyl-2-furanyl)methyl]-1,2-benzenediamine), intermediate 8. The yield is 95.0%. As a reaction SMILES: [CH3:1][C:2]1[O:6][C:5]([CH2:7][NH:8][C:9]2[CH:14]=[CH:13][CH:12]=[CH:11][C:10]=2[N+:15]([O-])=O)=[CH:4][CH:3]=1.S1C=CC=C1.N.[H][H]>CO.[Pd]>[CH3:1][C:2]1[O:6][C:5]([CH2:7][NH:8][C:9]2[C:10]([NH2:15])=[CH:11][CH:12]=[CH:13][CH:14]=2)=[CH:4][CH:3]=1. Reported procedure: A mixture of 62 parts of 5-methyl-N-(2-nitrophenyl)-2-furanmethanamine, 2 parts of a solution of thiophene in methanol 4% and 400 parts of methanol, saturated with ammonia, was hydrogenated at normal pressure and at room temperaure with 4 parts of palladium-on-charcoal catalyst 10%. After the calculated amount of hydrogen was taken up, the catalyst was filtered off and the filtrate was evaporated, yielding 50.5 parts (95%) of N1 -[(5-methyl-2-furanyl)methyl]-1,2-benzenediamine as a residue (inte... Run in O (Water). Yields the product [N+](=O)([O-])C1=C2NC(C(NC2=CC(=C1CC)CC)=O)=O (5-Nitro-6,7-diethyl-1,4-dihydroquinoxaline-2,3-dione). Isolated yield 69.1%. Reported procedure: 6,7Diethyl-2,3-quinoxalinedione 25 (218 mg, 1.0 mmol) was added to trifluoroacetic acid (8 mL; Sigma). To this suspension was added potassium nitrate (121.2 mg, 1.2 mmol; Baker) in one portion with stirring under N2. The reaction was stirred at room temperature for 48 h. Trifluoroacetic acid was evaporated in vacuo to give a residue. Water (10 mL) was added to this residue with vigorous stirring. A yellow solid precipitated, which was collected by suction filtration and dried in vacuo to give 18... As a reaction SMILES: [CH2:1]([C:3]1[CH:4]=[C:5]2[C:10](=[CH:11][C:12]=1[CH2:13][CH3:14])[NH:9][C:8](=[O:15])[C:7](=[O:16])[NH:6]2)[CH3:2].FC(F)(F)C(O)=O.[N+:24]([O-])([O-:26])=[O:25].[K+]>O>[N+:24]([C:11]1[C:12]([CH2:13][CH3:14])=[C:3]([CH2:1][CH3:2])[CH:4]=[C:5]2[C:10]=1[NH:9][C:8](=[O:15])[C:7](=[O:16])[NH:6]2)([O-:26])=[O:25] |f:2.3|. Starting materials: C(C)C=1C=C2NC(C(NC2=CC1CC)=O)=O (6,7-Diethyl-1,4-dihydroquinoxaline-2,3-dione), FC(C(=O)O)(F)F (trifluoroacetic acid), [N+](=O)([O-])[O-].[K+] (potassium nitrate). The reactants are CCCn1ncnc1CO, Clc1nn2c(-c3ccon3)nnc2c2ccccc12. Yields the product CCCn1ncnc1COc1nn2c(-c3ccon3)nnc2c2ccccc12. As a reaction SMILES: [CH2:20]([CH2:21][CH3:22])[n:23]1[n:24][cH:25][n:26][c:27]1[CH2:28][OH:29].[Cl:1][c:2]1[n:3][n:4]2[c:5]([c:6]3[cH:7][cH:8][cH:9][cH:10][c:11]13)[n:12][n:13][c:14]2-[c:15]1[n:16][o:17][cH:18][cH:19]1>>[c:2]1([O:29][CH2:28][c:27]2[n:23]([CH2:20][CH2:21][CH3:22])[n:24][cH:25][n:26]2)[n:3][n:4]2[c:5]([c:6]3[cH:7][cH:8][cH:9][cH:10][c:11]13)[n:12][n:13][c:14]2-[c:15]1[n:16][o:17][cH:18][cH:19]1.